This data is from the Open Reaction Database (ORD), a public repository of structured organic reaction records. The task is: describe an organic reaction: reactants, conditions, products, and yield Reactants: CCOC(=O)C (EtOAc), [OH-].[Na+] (sodium hydroxide), BrC=1C=CC(=C(C1)N(C)CC(=O)O)[N+](=O)[O-] ([(5-bromo-2-nitro-phenyl)-methyl-amino]-acetic acid), O.O.[Sn](Cl)Cl (tin(II) chloride dihydrate). Run in O (water), C(C)O (ethanol), O (water), Cl (HCl). Yields the product BrC=1C=C2N(CC(NC2=CC1)=O)C (6-bromo-4-methyl-3,4-dihydro-1H-quinoxalin-2-one). Yield: 36.1%. RXN SMILES: [Br:1][C:2]1[CH:3]=[CH:4][C:5]([N+:14]([O-])=O)=[C:6]([N:8]([CH2:10][C:11](O)=[O:12])[CH3:9])[CH:7]=1.O.O.[Sn](Cl)Cl.[OH-].[Na+].CCOC(C)=O>C(O)C.O.Cl>[Br:1][C:2]1[CH:7]=[C:6]2[C:5](=[CH:4][CH:3]=1)[NH:14][C:11](=[O:12])[CH2:10][N:8]2[CH3:9] |f:1.2.3,4.5|. Procedure details: A solution of [(5-bromo-2-nitro-phenyl)-methyl-amino]-acetic acid (8 g, 27.6 mmol) and tin(II) chloride dihydrate (20 g, 88 mmol) in ethanol (200 Ml), water (30 ml) and concentrated HCl (10 ml) was heated to reflux for 6 hours. After cooling to room temperature the mixture was diluted with water and was adjusted to pH 9 with 2N aqueous sodium hydroxide solution. After addition of EtOAc, the precipitated tin hydroxide was filtered off. The layers were separated and the organic layer was washed wi... Reactants: [OH-].[Na+] (sodium hydroxide), C(C1=CC=CC=C1)Cl (benzyl chloride), N1(CCNCC1)C1=CC=C2C(C(=CN3CCCC1=C23)C(=O)O)=O (8-(1-piperazinyl)-6,7-dihydro-1-oxo-1H,5H-benzo[ij]quinolizine-2-carboxylic acid), C([O-])([O-])=O.[K+].[K+] (potassium carbonate), Cl (hydrochloric acid). Run in CO (methanol), O (water). Yields the product C(C1=CC=CC=C1)N1CCN(CC1)C1=CC=C2C(C(=CN3CCCC1=C23)C(=O)O)=O (8-(4-benzyl-1-piperazinyl)-6,7-dihydro-1-oxo-1H,5H-benzo[ij]-quinolizine-2-carboxylic acid). Yield: 9.7%. RXN SMILES: [N:1]1([C:7]2[C:18]3=[C:19]4[N:14]([CH2:15][CH2:16][CH2:17]3)[CH:13]=[C:12]([C:20]([OH:22])=[O:21])[C:11](=[O:23])[C:10]4=[CH:9][CH:8]=2)[CH2:6][CH2:5][NH:4][CH2:3][CH2:2]1.C(=O)([O-])[O-].[K+].[K+].[OH-].[Na+].[CH2:32](Cl)[C:33]1[CH:38]=[CH:37][CH:36]=[CH:35][CH:34]=1.Cl>CO.O>[CH2:32]([N:4]1[CH2:5][CH2:6][N:1]([C:7]2[C:18]3=[C:19]4[N:14]([CH2:15][CH2:16][CH2:17]3)[CH:13]=[C:12]([C:20]([OH:22])=[O:21])[C:11](=[O:23])[C:10]4=[CH:9][CH:8]=2)[CH2:2][CH2:3]1)[C:33]1[CH:38]=[CH:37][CH:36]=[CH:35][CH:34]=1 |f:1.2.3,4.5|. Reported procedure: 2.0 g of 8-(1-piperazinyl)-6,7-dihydro-1-oxo-1H,5H-benzo[ij]quinolizine-2-carboxylic acid was added to 20 ml of water having dissolved therein 2.0 g of potassium carbonate and the mixture was stirred at room temperature for 30 minutes. After dissolving insoluble materials completely with the addition of 3 ml of 1 N aqueous sodium hydroxide solution, 10 ml of methanol having dissolved therein 0.9 g of benzyl chloride was added dropwise to the mixture while ice-cooling. After completion of the add... Starting materials: C(C)OC(=O)N1C(C2(C(NC(CC2C2=C(C=CC(=C2)F)C)=O)C2=CC(=CC=C2)Cl)C2=CC=C(C=C12)Cl)=O (racemic (2′S,3S,4′R)-6-chloro-2′-(3-chlorophenyl)-4′-(5-fluoro-2-methyl-phenyl)-2,3-dihydro-2,6′-dioxospiro[indole-3,3′-piperidine]-1-carboxylic acid ethyl ester), [OH-].[Na+] (NaOH). Solvent: CO (methanol). Conditions: time 0.5 hour. Product: ClC1=CC=C2C(=C1)NC(C21C(NC(CC1C1=C(C=CC(=C1)F)C)=O)C1=CC(=CC=C1)Cl)=O (racemic (2′S,3S,4′R)-6-chloro-2′-(3-chlorophenyl)-4′-(5-fluoro-2-methyl-phenyl)-spiro[3H-indole-3,3′-piperidine]-2,6′(1H)-dione). Yield: 6.2%. As a reaction SMILES: C(OC([N:6]1[C:35]2[C:30](=[CH:31][CH:32]=[C:33]([Cl:36])[CH:34]=2)[C:8]2([CH:13]([C:14]3[CH:19]=[C:18]([F:20])[CH:17]=[CH:16][C:15]=3[CH3:21])[CH2:12][C:11](=[O:22])[NH:10][CH:9]2[C:23]2[CH:28]=[CH:27][CH:26]=[C:25]([Cl:29])[CH:24]=2)[C:7]1=[O:37])=O)C.[OH-].[Na+]>CO>[Cl:36][C:33]1[CH:34]=[C:35]2[NH:6][C:7](=[O:37])[C:8]3([CH:13]([C:14]4[CH:19]=[C:18]([F:20])[CH:17]=[CH:16][C:15]=4[CH3:21])[CH2:12][C:11](=[O:22])[NH:10][CH:9]3[C:23]3[CH:28]=[CH:27][CH:26]=[C:25]([Cl:29])[CH:24]=3)[C:30]2=[CH:31][CH:32]=1 |f:1.2|. Procedure: To a solution of racemic (2′S,3S,4′R)-6-chloro-2′-(3-chlorophenyl)-4′-(5-fluoro-2-methyl-phenyl)-2,3-dihydro-2,6′-dioxo-spiro[indole-3,3′-piperidine]-1-carboxylic acid ethyl ester prepared in example 145c (0.20 g, 0.31 mmol) in methanol (12 mL) was added NaOH (22 mg, 0.56 mmol). The mixture was stirred at room temperature for 0.5 h. The solvent was removed and the residue was partitioned between ethyl acetate and aqueous HCl solution (1 N). The aqueous layer was extracted with ethyl acetate. The... Starting materials: O=C(c1ccccc1)c1cccc(CBr)c1, CO, [Na], Sc1nc2cnccc2[nH]1. Yields the product O=C(c1ccccc1)c1cccc(CSc2nc3cnccc3[nH]2)c1. Reaction SMILES: [Br:12][CH2:13][c:14]1[cH:15][c:16]([C:17](=[O:18])[c:19]2[cH:20][cH:21][cH:22][cH:23][cH:24]2)[cH:25][cH:26][cH:27]1.[CH3:28][OH:29].[Na:1].[SH:2][c:3]1[nH:4][c:5]2[c:6]([cH:7][n:8][cH:9][cH:10]2)[n:11]1>>[S:2]([c:3]1[nH:4][c:5]2[c:6]([cH:7][n:8][cH:9][cH:10]2)[n:11]1)[CH2:13][c:14]1[cH:15][c:16]([C:17](=[O:18])[c:19]2[cH:20][cH:21][cH:22][cH:23][cH:24]2)[cH:25][cH:26][cH:27]1. As a reaction SMILES: [CH3:1][O:2][C:3](=[O:4])[c:5]1[n:6][c:7]([C:16]([CH3:17])([CH3:18])[CH3:19])[c:8]([OH:15])[c:9]([C:11]([CH3:12])([CH3:13])[CH3:14])[n:10]1.[Na+:21].[OH-:20]>>[O:2]=[C:3]([OH:4])[c:5]1[n:6][c:7]([C:16]([CH3:17])([CH3:18])[CH3:19])[c:8]([OH:15])[c:9]([C:11]([CH3:12])([CH3:13])[CH3:14])[n:10]1. The product is CC(C)(C)c1nc(C(=O)O)nc(C(C)(C)C)c1O. The reactants are COC(=O)c1nc(C(C)(C)C)c(O)c(C(C)(C)C)n1, [Na+], [OH-].